This data is from the Open Reaction Database (ORD), a public repository of structured organic reaction records. The task is: describe an organic reaction: reactants, conditions, products, and yield Reactants: O (water), COC(=O)NCC(=O)OCC (ethyl N-methoxycarbonylglycinate), C(C#C)Br (propargyl bromide), [H-].[Na+] (sodium hydride). Run in CN(C=O)C (N,N-dimethylformamide). Run at time 2 hour. Product: C(C#C)N(CC(=O)OCC)C(=O)OC (ethyl N-propargyl-N-methoxycarbonylglycinate). Isolated yield 64.6%. As a reaction SMILES: [CH3:1][O:2][C:3]([NH:5][CH2:6][C:7]([O:9][CH2:10][CH3:11])=[O:8])=[O:4].[H-].[Na+].[CH2:14](Br)[C:15]#[CH:16].O>CN(C)C=O>[CH2:16]([N:5]([C:3]([O:2][CH3:1])=[O:4])[CH2:6][C:7]([O:9][CH2:10][CH3:11])=[O:8])[C:15]#[CH:14] |f:1.2|. Reported procedure: 100 g of ethyl N-methoxycarbonylglycinate were dissolved in 600 ml of N,N-dimethylformamide. Then ice-cooling the mixture, 25 g of sodium hydride (60% oil dispersion) were added thereto under a nitrogen atmosphere. After the reaction mixture was stirred for 2 hours, 81.3 g of propargyl bromide were dropped thereto over 2 hours. After the mixture was further stirred for an hour, the reaction product was poured into water and the aqueous layer was washed with hexane. Then it was subjected to three... Starting materials: N1CCCC1 (pyrrolidine), C(#N)C=1C=C2C(=CC=NC2=CC1OCC1OC1)OC1=CC(=C(C=C1)NC(=O)NC1=CC=C(C=C1)F)F (N-[4-(6-cyano-7-oxiranylmethoxyquinolin-4-yloxy)-2-fluorophenyl]-N′-(4-fluorophenyl)urea). Solvent: O1CCCC1 (tetrahydrofuran). Run at temperature 50 celsius. Product: C(#N)C=1C=C2C(=CC=NC2=CC1OCC(CN1CCCC1)O)OC1=CC(=C(C=C1)NC(=O)NC1=CC=C(C=C1)F)F (N-{4-[6-Cyano-7-(2-hydroxy-3-(pyrrolidin-1-yl)propoxy)quinolin-4-yloxy]-2-fluorophenyl}-N′-(4-fluorophenyl)urea). RXN SMILES: [NH:1]1[CH2:5][CH2:4][CH2:3][CH2:2]1.[C:6]([C:8]1[CH:9]=[C:10]2[C:15](=[CH:16][C:17]=1[O:18][CH2:19][CH:20]1[CH2:22][O:21]1)[N:14]=[CH:13][CH:12]=[C:11]2[O:23][C:24]1[CH:29]=[CH:28][C:27]([NH:30][C:31]([NH:33][C:34]2[CH:39]=[CH:38][C:37]([F:40])=[CH:36][CH:35]=2)=[O:32])=[C:26]([F:41])[CH:25]=1)#[N:7]>O1CCCC1>[C:6]([C:8]1[CH:9]=[C:10]2[C:15](=[CH:16][C:17]=1[O:18][CH2:19][CH:20]([OH:21])[CH2:22][N:1]1[CH2:5][CH2:4][CH2:3][CH2:2]1)[N:14]=[CH:13][CH:12]=[C:11]2[O:23][C:24]1[CH:29]=[CH:28][C:27]([NH:30][C:31]([NH:33][C:34]2[CH:35]=[CH:36][C:37]([F:40])=[CH:38][CH:39]=2)=[O:32])=[C:26]([F:41])[CH:25]=1)#[N:7]. Procedure: After adding tetrahydrofuran (1 ml) and pyrrolidine (0.1 ml) to N-[4-(6-cyano-7-oxiranylmethoxyquinolin-4-yloxy)-2-fluorophenyl]-N′-(4-fluorophenyl)urea (100 mg), the mixture was heated at 50° C. for 30 minutes. The reaction solution was purified by NH silica gel column chromatography (ethyl acetate-methanol system) to obtain the title compound (45 mg) as light yellow crystals. Starting materials: Cc1cn(C2CC(O)C(CON3C(=O)c4ccccc4C3=O)O2)c(=O)[nH]c1=O, CC(C)(C)[Si](Cl)(c1ccccc1)c1ccccc1, CN(C)C=O, c1c[nH]cn1. The product is Cc1cn(C2CC(O[Si](c3ccccc3)(c3ccccc3)C(C)(C)C)C(CON3C(=O)c4ccccc4C3=O)O2)c(=O)[nH]c1=O. Reaction SMILES: [C:1]1(=[O:28])[c:2]2[c:3]([cH:24][cH:25][cH:26][cH:27]2)[C:4](=[O:23])[N:5]1[O:6][CH2:7][CH:8]1[CH:9]([OH:22])[CH2:10][CH:11]([n:13]2[c:14](=[O:15])[nH:16][c:17](=[O:18])[c:19]([CH3:20])[cH:21]2)[O:12]1.[C:29]([CH3:30])([CH3:31])([CH3:32])[Si:33]([c:34]1[cH:35][cH:36][cH:37][cH:38][cH:39]1)([c:40]1[cH:41][cH:42][cH:43][cH:44][cH:45]1)[Cl:46].[O:52]=[CH:53][N:54]([CH3:55])[CH3:56].[nH:47]1[cH:48][cH:49][n:50][cH:51]1>>[C:1]1(=[O:28])[c:2]2[c:3]([cH:24][cH:25][cH:26][cH:27]2)[C:4](=[O:23])[N:5]1[O:6][CH2:7][CH:8]1[CH:9]([O:22][Si:33]([C:29]([CH3:30])([CH3:31])[CH3:32])([c:34]2[cH:35][cH:36][cH:37][cH:38][cH:39]2)[c:40]2[cH:41][cH:42][cH:43][cH:44][cH:45]2)[CH2:10][CH:11]([n:13]2[c:14](=[O:15])[nH:16][c:17](=[O:18])[c:19]([CH3:20])[cH:21]2)[O:12]1. The reactants are CC(C)(C)c1cc(Cl)nc(CBr)c1, O=C([O-])O, CNC, CCN(C(C)C)C(C)C, [Na+], C1CCOC1. Yields the product CN(C)Cc1cc(C(C)(C)C)cc(Cl)n1. RXN SMILES: [Br:13][CH2:14][c:15]1[n:16][c:17]([Cl:25])[cH:18][c:19]([C:21]([CH3:22])([CH3:23])[CH3:24])[cH:20]1.[C:26](=[O:27])([OH:28])[O-:29].[CH3:1][NH:2][CH3:3].[CH:4]([N:5]([CH2:6][CH3:7])[CH:8]([CH3:9])[CH3:10])([CH3:11])[CH3:12].[Na+:30].[O:31]1[CH2:32][CH2:33][CH2:34][CH2:35]1>>[CH3:1][N:2]([CH3:3])[CH2:14][c:15]1[n:16][c:17]([Cl:25])[cH:18][c:19]([C:21]([CH3:22])([CH3:23])[CH3:24])[cH:20]1. Reactants: [S-]C#N.[K+] (potassium thiocyanate), 12, [S-]C#N.[K+] (potassium thiocyanate), 21.5, Cl.C(C)NCC(=O)C1=CC=C(C=C1)O (2-(ethylamino)-1-(4-hydroxyphenyl)ethanone hydrochloride), C(C)O (ethanol). Run in O (water), O (water), O (water). Reaction conditions: time 8 hour. Yields the product 10, C(C)N1C(=NC(=C1)C1=CC=C(C=C1)O)S (4-(1-ethyl-2-mercapto-1H-imidazol-4-yl)phenol). Yield: 91.0%. RXN SMILES: Cl.[CH2:2]([NH:4][CH2:5][C:6]([C:8]1[CH:13]=[CH:12][C:11]([OH:14])=[CH:10][CH:9]=1)=O)[CH3:3].C(O)C.[S-:18][C:19]#[N:20].[K+]>O>[CH2:2]([N:4]1[CH:5]=[C:6]([C:8]2[CH:13]=[CH:12][C:11]([OH:14])=[CH:10][CH:9]=2)[N:20]=[C:19]1[SH:18])[CH3:3] |f:0.1,3.4|. Reported procedure: To a stirred and refluxing mixture of 21.5 parts of 2-(ethylamino)-1-(4-hydroxyphenyl)ethanone hydrochloride, 60 parts of ethanol and 75 parts of water is added dropwise a solution of 12 parts of potassium thiocyanate in a small amount of water. Upon completion, stirring is continued overnight at reflux temperature. Another portion of 4 parts of potassium thiocyanate in small amount of water is added and the whole is stirred for 8 hours at reflux temperature. The reaction mixture is concentrated... The reactants are C1CCOC1, COC(=O)CSc1cc2c(cc1C#Cc1ccccc1)NC(=O)CC(c1cccc(C#N)c1)=N2, CO, [Li+], [OH-], O, O. Product: N#Cc1cccc(C2=Nc3cc(SCC(=O)O)c(C#Cc4ccccc4)cc3NC(=O)C2)c1. As a reaction SMILES: [CH2:38]1[O:39][CH2:40][CH2:41][CH2:42]1.[CH3:1][O:2][C:3]([CH2:4][S:5][c:6]1[cH:7][c:8]2[c:9]([cH:24][c:25]1[C:26]#[C:27][c:28]1[cH:29][cH:30][cH:31][cH:32][cH:33]1)[NH:10][C:11](=[O:23])[CH2:12][C:13]([c:15]1[cH:16][c:17]([C:21]#[N:22])[cH:18][cH:19][cH:20]1)=[N:14]2)=[O:34].[CH3:43][OH:44].[Li+:36].[OH-:35].[OH2:37].[OH2:45]>>[O:2]=[C:3]([CH2:4][S:5][c:6]1[cH:7][c:8]2[c:9]([cH:24][c:25]1[C:26]#[C:27][c:28]1[cH:29][cH:30][cH:31][cH:32][cH:33]1)[NH:10][C:11](=[O:23])[CH2:12][C:13]([c:15]1[cH:16][c:17]([C:21]#[N:22])[cH:18][cH:19][cH:20]1)=[N:14]2)[OH:34]. The reactants are C([O-])(O)=O.[Na+] (sodium bicarbonate), P(=O)(Br)(Br)Br (phosphorus oxybromide), CC1=CNC(C(N1C1=CC(=CC=C1)C(F)(F)F)=O)=O (6-Methyl-1-[3-(trifluoromethyl)phenyl]-1,4-dihydropyrazine-2,3-dione), P(=O)(Br)(Br)Br.C(C)#N (POBr3 acetonitrile). Solvent: C(C)#N (acetonitrile), O (water), 3, C(C)#N (acetonitrile), C1(=CC=CC=C1)C (toluene). Conditions: temperature 25 celsius, time 4.5 hour. The product is BrC=1C(N(C(=CN1)C)C1=CC(=CC=C1)C(F)(F)F)=O (3-Bromo-6-methyl-1-[3-(trifluoromethyl)phenyl]pyrazin-2(1H)-one). RXN SMILES: [CH3:1][C:2]1[N:7]([C:8]2[CH:13]=[CH:12][CH:11]=[C:10]([C:14]([F:17])([F:16])[F:15])[CH:9]=2)[C:6](=[O:18])[C:5](=O)[NH:4][CH:3]=1.P(Br)(Br)([Br:22])=O.P(Br)(Br)(Br)=O.C(#N)C.C(=O)(O)[O-].[Na+]>C(#N)C.O.C1(C)C=CC=CC=1>[Br:22][C:5]1[C:6](=[O:18])[N:7]([C:8]2[CH:13]=[CH:12][CH:11]=[C:10]([C:14]([F:17])([F:16])[F:15])[CH:9]=2)[C:2]([CH3:1])=[CH:3][N:4]=1 |f:2.3,4.5|. Procedure details: 6-Methyl-1-[3-(trifluoromethyl)phenyl]-1,4-dihydropyrazine-2,3-dione (289.34 g @ 100%, 1 eq) and toluene (3 L) were charged to a flask and the slurry heated to reflux. Azeotroped water (53 ml) was collected and the slurry cooled to 25° C. The toluene was then removed under reduced pressure at <50° C. to give an off-white powder. This material was then added to acetonitrile (2.95 L) and the reaction mixture heated to 64-67° C. In a separate 2 L 3 necked flask, phosphorus oxybromide (368.4 g, 1.2 ...